Dataset: the Open Reaction Database (ORD), a public repository of structured organic reaction records. Task: describe an organic reaction: reactants, conditions, products, and yield Starting materials: C([O-])([O-])=O.[Na+].[Na+] (sodium carbonate), C1(CCCC1)N1[C@@H](C(N(C=2C=NC(=NC12)NC=1C=CC(=C2CCOC21)C(=O)O)C)=O)CC (7-[[(7R)-8-cyclopentyl-7-ethyl-5-methyl-6-oxo-7H-pteridin-2-yl]amino]-2,3-dihydrobenzofuran-4-carboxylic acid), F[B-](F)(F)F.N1(N=NC2=C1C=CC=C2)OC(=[N+](C)C)N(C)C (O-(benzotriazol-1-yl)-N,N,N′,N′-tetramethyluronium tetrafluoroborate), C(C)(C)N(CC)C(C)C (diisopropylethylamine), CN1CCN(CC1)[C@@H]1CC[C@H](CC1)N ((trans)-4-(4-methylpiperazin-1-yl)cyclohexanamine). Solvent: ClCCl (dichloromethane). Reaction conditions: time 3 hour. Yields the product C1(CCCC1)N1[C@@H](C(N(C=2C=NC(=NC12)NC=1C=CC(=C2CCOC21)C(=O)N[C@@H]2CC[C@H](CC2)N2CCN(CC2)C)C)=O)CC (7-[[(7R)-8-cyclopentyl-7-ethyl-5-methyl-6-oxo-7H-pteridin-2-yl]amino]-N-[(trans)-4-(4-methylpiperazin-1-yl)cyclohexyl]-2,3-dihydrobenzofuran-4-carboxamide). Yield: 67.0%. As a reaction SMILES: [CH:1]1([N:6]2[C:15]3[N:14]=[C:13]([NH:16][C:17]4[CH:18]=[CH:19][C:20]([C:26]([OH:28])=O)=[C:21]5[C:25]=4[O:24][CH2:23][CH2:22]5)[N:12]=[CH:11][C:10]=3[N:9]([CH3:29])[C:8](=[O:30])[C@H:7]2[CH2:31][CH3:32])[CH2:5][CH2:4][CH2:3][CH2:2]1.F[B-](F)(F)F.N1(OC(N(C)C)=[N+](C)C)C2C=CC=CC=2N=N1.C(N(C(C)C)CC)(C)C.[CH3:64][N:65]1[CH2:70][CH2:69][N:68]([C@H:71]2[CH2:76][CH2:75][C@H:74]([NH2:77])[CH2:73][CH2:72]2)[CH2:67][CH2:66]1.C(=O)([O-])[O-].[Na+].[Na+]>ClCCl>[CH:1]1([N:6]2[C:15]3[N:14]=[C:13]([NH:16][C:17]4[CH:18]=[CH:19][C:20]([C:26]([NH:77][C@H:74]5[CH2:73][CH2:72][C@H:71]([N:68]6[CH2:67][CH2:66][N:65]([CH3:64])[CH2:70][CH2:69]6)[CH2:76][CH2:75]5)=[O:28])=[C:21]5[C:25]=4[O:24][CH2:23][CH2:22]5)[N:12]=[CH:11][C:10]=3[N:9]([CH3:29])[C:8](=[O:30])[C@H:7]2[CH2:31][CH3:32])[CH2:2][CH2:3][CH2:4][CH2:5]1 |f:1.2,5.6.7|. Procedure: 7-[[(7R)-8-Cyclopentyl-7-ethyl-5-methyl-6-oxo-7H-pteridin-2-yl]amino]-2,3-dihydrobenzofuran-4-carboxylic acid 1q (200 mg, 0.46 mmol) and O-(benzotriazol-1-yl)-N,N,N′,N′-tetramethyluronium tetrafluoroborate (147 mg, 0.46 mmol) were dissolved in 25 mL of anhydrous dichloromethane followed by the addition of diisopropylethylamine (0.2 mL, 1 mmol) and (trans)-4-(4-methylpiperazin-1-yl)cyclohexanamine 17b (90 mg, 0.46 mmol) successively. The reaction solution was stirred for 3 hours. The resulting so... Starting materials: O=C1CC(C1)NC(OC(C)(C)C)=O (tert-butyl 3-oxocyclobutylcarbamate), CC(C)(C)S(=O)N (2-methylpropane-2-sulfinamide), Ti(OEt)4. Solvent: C1CCOC1 (THF). Reaction conditions: temperature 55 celsius, time 8 hour. Product: C(C)(C)(C)S(=O)N=C1CC(C1)NC(OC(C)(C)C)=O (tert-butyl 3-(tert-butylsulfinylimino)cyclobutylcarbamate). The yield is 58.3%. As a reaction SMILES: O=[C:2]1[CH2:5][CH:4]([NH:6][C:7](=[O:13])[O:8][C:9]([CH3:12])([CH3:11])[CH3:10])[CH2:3]1.[CH3:14][C:15]([S:18]([NH2:20])=[O:19])([CH3:17])[CH3:16]>C1COCC1>[C:15]([S:18]([N:20]=[C:2]1[CH2:5][CH:4]([NH:6][C:7](=[O:13])[O:8][C:9]([CH3:12])([CH3:11])[CH3:10])[CH2:3]1)=[O:19])([CH3:17])([CH3:16])[CH3:14]. Reported procedure: A mixture of tert-butyl 3-oxocyclobutylcarbamate (2.2 g, 11.9 mmol), 2-methylpropane-2-sulfinamide (1.6 g, 13.1 mmol), Ti(OEt)4 (5.5 g, 24 mmol) in 20 mL of THF was stirred at 50-60° C. overnight. The mixture was cooled to room temperature and then quenched with saturated NH4Cl solution. The formed solid was removed by filtration. The filtrate was evaporated to dryness and the crude residue was purified by silica gel chromatography (200-300 mesh, eluting with a mixture of petroleum ether and eth... Product: CC(=NNC(=S)Nc1ccc(C(=O)O)cc1)c1nn(C)c(-c2ccc(CC(C)C)cc2)c1O. The reactants are CN(C)C=O, Cl, NNC(=S)Nc1ccc(C(=O)O)cc1, O, CC(=O)c1nn(C)c(-c2ccc(CC(C)C)cc2)c1O. As a reaction SMILES: [CH3:35][N:36]([CH3:37])[CH:38]=[O:39].[ClH:40].[NH:21]([NH2:22])[C:23](=[S:24])[NH:25][c:26]1[cH:27][cH:28][c:29]([C:30](=[O:31])[OH:32])[cH:33][cH:34]1.[OH2:41].[OH:1][c:2]1[c:3]([C:18]([CH3:19])=[O:20])[n:4][n:5]([CH3:17])[c:6]1-[c:7]1[cH:8][cH:9][c:10]([CH2:13][CH:14]([CH3:15])[CH3:16])[cH:11][cH:12]1>>[OH:1][c:2]1[c:3]([C:18]([CH3:19])=[N:22][NH:21][C:23](=[S:24])[NH:25][c:26]2[cH:27][cH:28][c:29]([C:30](=[O:31])[OH:32])[cH:33][cH:34]2)[n:4][n:5]([CH3:17])[c:6]1-[c:7]1[cH:8][cH:9][c:10]([CH2:13][CH:14]([CH3:15])[CH3:16])[cH:11][cH:12]1. Starting materials: [BH4-], CO, O=Cc1c(F)ccc(-c2ccc3nc(-c4ccc(Cl)cc4)cn3c2)c1F, [Na+]. Yields the product OCc1c(F)ccc(-c2ccc3nc(-c4ccc(Cl)cc4)cn3c2)c1F. RXN SMILES: [BH4-:1].[CH3:29][OH:30].[Cl:3][c:4]1[cH:5][cH:6][c:7](-[c:10]2[n:11][c:12]3[n:13]([cH:14][c:15](-[c:18]4[c:19]([F:27])[c:20]([CH:21]=[O:22])[c:23]([F:26])[cH:24][cH:25]4)[cH:16][cH:17]3)[cH:28]2)[cH:8][cH:9]1.[Na+:2]>>[Cl:3][c:4]1[cH:5][cH:6][c:7](-[c:10]2[n:11][c:12]3[n:13]([cH:14][c:15](-[c:18]4[c:19]([F:27])[c:20]([CH2:21][OH:22])[c:23]([F:26])[cH:24][cH:25]4)[cH:16][cH:17]3)[cH:28]2)[cH:8][cH:9]1. Starting materials: [Al+3], [BH4-], CCCCC1Sc2c(cc(OC)c(Cl)c2Cl)C1=O, CCO, [Cl-], [Cl-], [Cl-], ClCCl, [Na+]. Yields the product CCCCC1Sc2c(cc(OC)c(Cl)c2Cl)C1O. RXN SMILES: [Al+3:2].[BH4-:5].[CH2:7]([CH2:8][CH2:9][CH3:10])[CH:11]1[C:12](=[O:24])[c:13]2[c:14]([c:16]([Cl:23])[c:17]([Cl:22])[c:18]([O:20][CH3:21])[cH:19]2)[S:15]1.[CH3:28][CH2:29][OH:30].[Cl-:1].[Cl-:3].[Cl-:4].[Cl:25][CH2:26][Cl:27].[Na+:6]>>[CH2:7]([CH2:8][CH2:9][CH3:10])[CH:11]1[CH:12]([OH:24])[c:13]2[c:14]([c:16]([Cl:23])[c:17]([Cl:22])[c:18]([O:20][CH3:21])[cH:19]2)[S:15]1. The reactants are C(C)(C)(C)OC(=O)[C@@H](C(=O)OC)CI ((R)-methyl 2-(tert-butoxycarbonyl)-3-iodopropanoate), II (Iodine), IC1=CC=C(C=C1)C(F)(F)F (1-Iodo-4-(trifluoromethyl)benzene), C1(CCCCC1)P(C1CCCCC1)C1=C(C=CC=C1)C1=C(C=CC=C1OC)OC (dicyclohexylphosphino-2′,6′-dimethoxy-1,1′-biphenyl). Reagents/catalysts: [Zn] (zinc), C=1C=CC(=CC1)/C=C/C(=O)/C=C/C2=CC=CC=C2.C=1C=CC(=CC1)/C=C/C(=O)/C=C/C2=CC=CC=C2.C=1C=CC(=CC1)/C=C/C(=O)/C=C/C2=CC=CC=C2.[Pd].[Pd] (tris(dibenzylideneacetone)dipalladium). Run in CN(C)C=O (DMF). Reaction conditions: temperature 0 celsius, time 30 minute. Product: C(C)(C)(C)OC(=O)[C@H](C(=O)OC)CC1=CC=C(C=C1)C(F)(F)F ((S)-methyl 2-(tert-butoxycarbonyl)-3-(4-(trifluoromethyl)phenyl)propanoate). Reaction SMILES: II.[C:3]([O:7][C:8]([C@H:10]([CH2:15]I)[C:11]([O:13][CH3:14])=[O:12])=[O:9])([CH3:6])([CH3:5])[CH3:4].I[C:18]1[CH:23]=[CH:22][C:21]([C:24]([F:27])([F:26])[F:25])=[CH:20][CH:19]=1.C1(P(C2C=CC=CC=2C2C(OC)=CC=CC=2OC)C2CCCCC2)CCCCC1>CN(C=O)C.[Zn].C1C=CC(/C=C/C(/C=C/C2C=CC=CC=2)=O)=CC=1.C1C=CC(/C=C/C(/C=C/C2C=CC=CC=2)=O)=CC=1.C1C=CC(/C=C/C(/C=C/C2C=CC=CC=2)=O)=CC=1.[Pd].[Pd]>[C:3]([O:7][C:8]([C@@H:10]([CH2:15][C:18]1[CH:23]=[CH:22][C:21]([C:24]([F:27])([F:26])[F:25])=[CH:20][CH:19]=1)[C:11]([O:13][CH3:14])=[O:12])=[O:9])([CH3:6])([CH3:5])[CH3:4] |f:6.7.8.9.10|. Procedure: Iodine (0.0140 g, 0.0553 mmol) was added to zinc (0.542 g, 8.29 mmol) and the solid mixture was heated under vacuum for 10 minutes. The flask was flushed with nitrogen three times and allowed to cool. DMF (0.5 mL, degassed with nitrogen) was added and the suspension was cooled to 0° C. and stirred while (R)-methyl 2-(tert-butoxycarbonyl)-3-iodopropanoate (1.82 g, 5.53 mmol) in DMF (2.8 mL) was added dropwise. The mixture was stirred for 30 minutes at 0° C. and then allowed to come to RT for 30 m... Reactants: CO, COC(=O)c1cncc(C(=O)OC)c1OC, [Na+], [OH-], O. Product: COC(=O)c1cncc(C(=O)O)c1OC. As a reaction SMILES: [CH3:19][OH:20].[CH3:1][O:2][C:3]([c:4]1[cH:5][n:6][cH:7][c:8]([C:12](=[O:13])[O:14][CH3:15])[c:9]1[O:10][CH3:11])=[O:16].[Na+:18].[OH-:17].[OH2:21]>>[O:2]=[C:3]([c:4]1[cH:5][n:6][cH:7][c:8]([C:12](=[O:13])[O:14][CH3:15])[c:9]1[O:10][CH3:11])[OH:16]. Run in C1CCOC1 (THF). Run at time 8 hour. The reactants are C(C)OC(C[C@H](NC(CN(C1CC1)C(CCCC1=CC(=NC=C1)N)=O)=O)C)=O (4-(2-Amino-pyridin-4-yl)butanoyl-N-cyclopropylglycyl-3(R)-methyl-β-alanine ethyl ester), [Li+].[OH-] (LiOH). As a reaction SMILES: C([O:3][C:4](=[O:28])[CH2:5][C@@H:6]([CH3:27])[NH:7][C:8](=[O:26])[CH2:9][N:10]([C:14](=[O:25])[CH2:15][CH2:16][CH2:17][C:18]1[CH:23]=[CH:22][N:21]=[C:20]([NH2:24])[CH:19]=1)[CH:11]1[CH2:13][CH2:12]1)C.[Li+].[OH-]>C1COCC1>[NH2:24][C:20]1[CH:19]=[C:18]([CH2:17][CH2:16][CH2:15][C:14]([N:10]([CH:11]2[CH2:12][CH2:13]2)[CH2:9][C:8]([NH:7][C@H:6]([CH3:27])[CH2:5][C:4]([OH:28])=[O:3])=[O:26])=[O:25])[CH:23]=[CH:22][N:21]=1 |f:1.2|. The product is NC1=NC=CC(=C1)CCCC(=O)N(CC(=O)N[C@@H](CC(=O)O)C)C1CC1 (4-(2-Amino-pyridin-4-yl)butanoyl-N-cyclopropylglycyl-3(R)-methyl-β-alanine). Procedure details: Ester 9-3 (44 mg, 0.1 1 mmol) was dissolved in 1.1 mL THF, then 1 N LiOH (0.28 mL, 0.28 mmol) was added. After stirring overnight the reaction mixture was loaded directly onto a flash chromatography column (silica, eluting with 7:20:1:1 EtOAc/EtOH/H2O/NH4OH) providing 9-4 as a white solid. The reactants are Cl.C(C1=CC=CC=C1)N1C=NC=C1CCC(CCC1=C(C=CC=C1C)C)(CCC1=C(C=CC=C1C)C)O (1-benzyl-5-[5-(2,6-dimethylphenyl)-3-hydroxy-3-(2,6-dimethylphenylethyl)pentyl]-1H-imidazole hydrochloride), S(=O)(=O)(O)[O-].[K+] (kalium hydrogen sulfate). The solvent is C(C)O (Ethanol). Conditions: temperature 150 celsius. The product is CC1=C(C(=CC=C1)C)CCC(CCC=1N=CNC1)CCC1=C(C=CC=C1C)C (4-[5-(2,6-dimethylphenyl)-3-(2,6-dimethylphenylethyl)pentyl]-1H-imidazole). Reaction SMILES: Cl.C([N:9]1[C:13]([CH2:14][CH2:15][C:16](O)([CH2:27][CH2:28][C:29]2[C:34]([CH3:35])=[CH:33][CH:32]=[CH:31][C:30]=2[CH3:36])[CH2:17][CH2:18][C:19]2[C:24]([CH3:25])=[CH:23][CH:22]=[CH:21][C:20]=2[CH3:26])=[CH:12][N:11]=[CH:10]1)C1C=CC=CC=1.S([O-])(O)(=O)=O.[K+]>C(O)C>[CH3:26][C:20]1[CH:21]=[CH:22][CH:23]=[C:24]([CH3:25])[C:19]=1[CH2:18][CH2:17][CH:16]([CH2:27][CH2:28][C:29]1[C:30]([CH3:36])=[CH:31][CH:32]=[CH:33][C:34]=1[CH3:35])[CH2:15][CH2:14][C:13]1[N:9]=[CH:10][NH:11][CH:12]=1 |f:0.1,2.3|. Procedure details: 4,0 g of 1-benzyl-5-[5-(2,6-dimethylphenyl)-3-hydroxy-3-(2,6-dimethylphenylethyl)pentyl]-1H-imidazole hydrochloride and 20 g of kalium hydrogen sulfate is combined and the mixture is heated for 6 hours at 150° C. Ethanol (40 ml) is added and the mixture is filtered. 20 ml of conc. hydrochloric acid is added and the mixture is hydrogenated palladium on carbon (10%) as catalyst until the hydrogen consumption ceases. The reaction mixture is filtered, water is added and the mixture is made alkaline ... Starting materials: CC(=O)OC(C)=O, CN(C)c1ccccn1, C=C(CCCCCCO)C(N)=O, c1ccncc1. The product is C=C(CCCCCCOC(C)=O)C(N)=O. RXN SMILES: [CH3:13][C:14](=[O:15])[O:16][C:17](=[O:18])[CH3:19].[CH3:20][N:21]([c:22]1[cH:23][cH:24][cH:25][cH:26][n:27]1)[CH3:28].[OH:1][CH2:2][CH2:3][CH2:4][CH2:5][CH2:6][CH2:7][C:8]([C:9](=[O:10])[NH2:11])=[CH2:12].[cH:29]1[cH:30][cH:31][n:32][cH:33][cH:34]1>>[O:1]([CH2:2][CH2:3][CH2:4][CH2:5][CH2:6][CH2:7][C:8]([C:9](=[O:10])[NH2:11])=[CH2:12])[C:14]([CH3:13])=[O:15].